This data is from the Open Reaction Database (ORD), a public repository of structured organic reaction records. The task is: describe an organic reaction: reactants, conditions, products, and yield Starting materials: COC(=O)c1cc(C(=O)CBr)ccc1OCc1ccccc1, CC(C)(N)Cc1ccc2c(c1)OCO2, C1CCOC1. Product: COC(=O)c1cc(C(=O)CNC(C)(C)Cc2ccc3c(c2)OCO3)ccc1OCc1ccccc1. RXN SMILES: [CH2:15]([c:16]1[cH:17][cH:18][cH:19][cH:20][cH:21]1)[O:22][c:23]1[c:24]([C:25](=[O:26])[O:27][CH3:28])[cH:29][c:30]([C:33]([CH2:34][Br:35])=[O:36])[cH:31][cH:32]1.[CH3:1][C:2]([CH2:3][c:4]1[cH:5][c:6]2[c:7]([cH:8][cH:9]1)[O:10][CH2:11][O:12]2)([CH3:13])[NH2:14].[O:37]1[CH2:38][CH2:39][CH2:40][CH2:41]1>>[CH3:1][C:2]([CH2:3][c:4]1[cH:5][c:6]2[c:7]([cH:8][cH:9]1)[O:10][CH2:11][O:12]2)([CH3:13])[NH:14][CH2:34][C:33]([c:30]1[cH:29][c:24]([C:25](=[O:26])[O:27][CH3:28])[c:23]([O:22][CH2:15][c:16]2[cH:17][cH:18][cH:19][cH:20][cH:21]2)[cH:32][cH:31]1)=[O:36]. Reactants: CN(C)CC1=CC=C(CO)O1 (5-[(dimethylamino)methyl]-furfuryl alcohol), S(=O)(Cl)Cl (thionyl chloride). Solvent: ClCCl (dichloromethane). Reaction conditions: temperature 0 celsius, time 0.5 hour. Product: Cl.CN(C)CC1=CC=C(O1)CCl (5-[(dimethylamino)methyl]-2-(chloromethyl)-furan hydrochloride). Reaction SMILES: [CH3:1][N:2]([CH2:4][C:5]1[O:11][C:8]([CH2:9]O)=[CH:7][CH:6]=1)[CH3:3].S(Cl)([Cl:14])=O>ClCCl>[ClH:14].[CH3:1][N:2]([CH2:4][C:5]1[O:11][C:8]([CH2:9][Cl:14])=[CH:7][CH:6]=1)[CH3:3] |f:3.4|. Procedure: Combine 5-[(dimethylamino)methyl]-furfuryl alcohol (25 g) and dichloromethane (100 mL). Cool to 0° C. Add dropwise, thionyl chloride (20 mL) at such a rate that the reaction does not rise above 5° C. After 0.5 hours, evaporate in vacuo to give a residue, Recrystallize the residue from ethanol to give the title compound: mp; 164°-165° C. (dec).